From a dataset of the Open Reaction Database (ORD), a public repository of structured organic reaction records. describe an organic reaction: reactants, conditions, products, and yield Yields the product CNC(=O)C1CCN(c2ccc(OCc3ccc(C(F)(F)F)cc3)cc2)C1=O. As a reaction SMILES: [CH3:28][NH2:29].[O:1]=[C:2]1[N:3]([c:10]2[cH:11][cH:12][c:13]([O:16][CH2:17][c:18]3[cH:19][cH:20][c:21]([C:24]([F:25])([F:26])[F:27])[cH:22][cH:23]3)[cH:14][cH:15]2)[CH2:4][CH2:5][CH:6]1[C:7](=[O:8])[OH:9]>>[O:1]=[C:2]1[N:3]([c:10]2[cH:11][cH:12][c:13]([O:16][CH2:17][c:18]3[cH:19][cH:20][c:21]([C:24]([F:25])([F:26])[F:27])[cH:22][cH:23]3)[cH:14][cH:15]2)[CH2:4][CH2:5][CH:6]1[C:7](=[O:8])[NH:29][CH3:28]. The reactants are CN, O=C(O)C1CCN(c2ccc(OCc3ccc(C(F)(F)F)cc3)cc2)C1=O. Reactants: C(C1=CC=CC=C1)N1CCC(CC1)(O)C1=C(C=CC(=C1)F)OC (1-benzyl-4-(5-fluoro-2-methoxy-phenyl)-4-hydroxypiperidine), [OH-].[Na+] (NaOH). Reagents/catalysts: S(O)(O)(=O)=O (sulfuric acid). Run in CCOC(=O)C (EtOAc), O (water), C(C)(=O)O (acetic acid). Run at time 2 day. Product: C(C1=CC=CC=C1)N1CC=C(CC1)C1=C(C=CC(=C1)F)OC (1-benzyl-4-(5-fluoro-2-methoxy-phenyl)-1,2,5,6-tetrahydropyridine). Yield: 65.2%. RXN SMILES: [CH2:1]([N:8]1[CH2:13][CH2:12][C:11]([C:15]2[CH:20]=[C:19]([F:21])[CH:18]=[CH:17][C:16]=2[O:22][CH3:23])(O)[CH2:10][CH2:9]1)[C:2]1[CH:7]=[CH:6][CH:5]=[CH:4][CH:3]=1.[OH-].[Na+]>C(O)(=O)C.S(=O)(=O)(O)O.CCOC(C)=O.O>[CH2:1]([N:8]1[CH2:13][CH2:12][C:11]([C:15]2[CH:20]=[C:19]([F:21])[CH:18]=[CH:17][C:16]=2[O:22][CH3:23])=[CH:10][CH2:9]1)[C:2]1[CH:7]=[CH:6][CH:5]=[CH:4][CH:3]=1 |f:1.2|. Procedure details: To a solution of 1-benzyl-4-(5-fluoro-2-methoxy-phenyl)-4-hydroxypiperidine (1.01 g 3.20 mmole) in acetic acid (40 mL) at room temperature was added 2 drops of concentrated sulfuric acid. The resulting solution was heated to reflux, and the mixture stirred for 2 days. The mixture was cooled to room temperature and diluted with EtOAc (100 mL) and water (100 mL). The solution was basified with 50% NaOH solution until pH=10. The layers were separated and the organics washed with brine. The combined... The reactants are CO, COC(=O)C(CC(C)C)OCc1ccc(-c2ccccc2)cc1, [Cl-], [Li+], [Na+], C1CCOC1, [OH-], O, O. The product is CC(C)CC(OCc1ccc(-c2ccccc2)cc1)C(=O)O. Reaction SMILES: [CH3:30][OH:31].[CH3:4][O:5][C:6]([CH:7]([CH2:8][CH:9]([CH3:10])[CH3:11])[O:12][CH2:13][c:14]1[cH:15][cH:16][c:17](-[c:20]2[cH:21][cH:22][cH:23][cH:24][cH:25]2)[cH:18][cH:19]1)=[O:26].[Cl-:28].[Li+:3].[Na+:27].[O:32]1[CH2:33][CH2:34][CH2:35][CH2:36]1.[OH-:2].[OH2:1].[OH2:29]>>[O:5]=[C:6]([CH:7]([CH2:8][CH:9]([CH3:10])[CH3:11])[O:12][CH2:13][c:14]1[cH:15][cH:16][c:17](-[c:20]2[cH:21][cH:22][cH:23][cH:24][cH:25]2)[cH:18][cH:19]1)[OH:26]. Reactants: CC(OS(C)(=O)=O)C1C(O[Si](C)(C)C(C)(C)C)CCN1C(=O)OC(C)(C)C, CCOC(C)=O, [N-]=[N+]=[N-], [Na+]. The product is CC(N=[N+]=[N-])C1C(O[Si](C)(C)C(C)(C)C)CCN1C(=O)OC(C)(C)C. RXN SMILES: [C:1]([CH3:2])([CH3:3])([CH3:4])[O:5][C:6](=[O:7])[N:8]1[CH:9]([CH:21]([CH3:22])[O:23][S:24]([CH3:25])(=[O:26])=[O:27])[CH:10]([O:13][Si:14]([CH3:15])([CH3:16])[C:17]([CH3:18])([CH3:19])[CH3:20])[CH2:11][CH2:12]1.[CH3:32][CH2:33][O:34][C:35]([CH3:36])=[O:37].[N-:29]=[N+:30]=[N-:31].[Na+:28]>>[C:1]([CH3:2])([CH3:3])([CH3:4])[O:5][C:6](=[O:7])[N:8]1[CH:9]([CH:21]([CH3:22])[N:29]=[N+:30]=[N-:31])[CH:10]([O:13][Si:14]([CH3:15])([CH3:16])[C:17]([CH3:18])([CH3:19])[CH3:20])[CH2:11][CH2:12]1. Starting materials: CCOC(=O)CCc1ccc2[nH]c(C(=O)NCCCCCCC(=O)NOC3CCCCO3)cc2c1, C1CCOC1, CO, Cl, [Na+], [OH-]. The product is O=C(O)CCc1ccc2[nH]c(C(=O)NCCCCCCC(=O)NOC3CCCCO3)cc2c1. As a reaction SMILES: [CH2:1]([CH3:2])[O:3][C:4]([CH2:5][CH2:6][c:7]1[cH:8][c:9]2[cH:10][c:11]([C:16]([NH:17][CH2:18][CH2:19][CH2:20][CH2:21][CH2:22][CH2:23][C:24]([NH:25][O:26][CH:27]3[O:28][CH2:29][CH2:30][CH2:31][CH2:32]3)=[O:33])=[O:34])[nH:12][c:13]2[cH:14][cH:15]1)=[O:35].[CH2:39]1[O:40][CH2:41][CH2:42][CH2:43]1.[CH3:44][OH:45].[ClH:38].[Na+:37].[OH-:36]>>[O:3]=[C:4]([CH2:5][CH2:6][c:7]1[cH:8][c:9]2[cH:10][c:11]([C:16]([NH:17][CH2:18][CH2:19][CH2:20][CH2:21][CH2:22][CH2:23][C:24]([NH:25][O:26][CH:27]3[O:28][CH2:29][CH2:30][CH2:31][CH2:32]3)=[O:33])=[O:34])[nH:12][c:13]2[cH:14][cH:15]1)[OH:35]. Product: FC=1C=CC(=C(C#N)C1)N1N=CN=C1 (5-Fluoro-2-(1H-1,2,4-triazol-1-yl)benzonitrile). Yield: 49.0%. Procedure details: A suspension of 2,5-diflurobenzonitrile (4.5 g, 32.35 mmol) and 1,2,4-triazole sodium salt (3.6 g, 40 mmol) in dimethylformamide (40 mL) was heated at 80° C. for 15 h. The reaction mixture was then cooled, diluted with CH2Cl2 (200 mL), washed with water (3×30 mL) and brine (30 mL), then dried (Na2SO4), filtered and concentrated to give a white solid which was purified by flash column chromatography (SiO2) using 1:1 to 3:1 ethyl acetate/Hexanes to afford the title compound (2.98 g, 49% yield) as ... Conditions: temperature 80 celsius. The solvent is CN(C=O)C (dimethylformamide), C(Cl)Cl (CH2Cl2). Starting materials: FC1=C(C#N)C=C(C=C1)F (2,5-diflurobenzonitrile), [Na].N1N=CN=C1 (1,2,4-triazole sodium salt). RXN SMILES: F[C:2]1[CH:9]=[CH:8][C:7]([F:10])=[CH:6][C:3]=1[C:4]#[N:5].[Na].[NH:12]1[CH:16]=[N:15][CH:14]=[N:13]1>CN(C)C=O.C(Cl)Cl>[F:10][C:7]1[CH:8]=[CH:9][C:2]([N:12]2[CH:16]=[N:15][CH:14]=[N:13]2)=[C:3]([CH:6]=1)[C:4]#[N:5] |f:1.2,^1:10|. Starting materials: C(C)(C)(C)OC(=O)N1[C@H]([C@H](CCC1)NCC1=C(C=CC(=C1)C1(CCOCC1)C#N)OC)C1=CC=CC=C1 ((2S,3S)-1-tert-Butoxycarbonyl-3-(5-(1-cyano-4-oxa-cyclohexyl)-2-methoxybenzyl)amino-2-phenylpiperidine), Cl.Cl.COC1=C(CN[C@@H]2[C@@H](NCCC2)C2=CC=CC=C2)C=C(C=C1)C(C)(C)C1SCCS1 ((2S,3S)-3-[2-Methoxy-5-[1-(1,3-dithiolan-2-yl)-1-methylethyl]benzyl]amino-2-phenylpiperidine Dihydrochloride). Yields the product Cl.Cl.C(#N)C1(CCOCC1)C=1C=CC(=C(CN[C@@H]2[C@@H](NCCC2)C2=CC=CC=C2)C1)OC ((2S,3S)-3-(5-(1-Cyano-4-oxa-cyclohexyl)-2-methoxybenzyl)amino-2-phenylpiperidine Dihydrochloride). Reaction SMILES: C(OC([N:8]1[CH2:13][CH2:12][CH2:11][C@H:10]([NH:14][CH2:15][C:16]2[CH:21]=[C:20]([C:22]3([C:28]#[N:29])[CH2:27][CH2:26][O:25][CH2:24][CH2:23]3)[CH:19]=[CH:18][C:17]=2[O:30][CH3:31])[C@@H:9]1[C:32]1[CH:37]=[CH:36][CH:35]=[CH:34][CH:33]=1)=O)(C)(C)C.[ClH:38].Cl.COC1C=CC(C(C2SCCS2)(C)C)=CC=1CN[C@H]1CCCN[C@H]1C1C=CC=CC=1>>[ClH:38].[ClH:38].[C:28]([C:22]1([C:20]2[CH:19]=[CH:18][C:17]([O:30][CH3:31])=[C:16]([CH:21]=2)[CH2:15][NH:14][C@H:10]2[CH2:11][CH2:12][CH2:13][NH:8][C@H:9]2[C:32]2[CH:33]=[CH:34][CH:35]=[CH:36][CH:37]=2)[CH2:23][CH2:24][O:25][CH2:26][CH2:27]1)#[N:29] |f:1.2.3,4.5.6|. Procedure details: This compound was prepared from Compound 90 in the same manner of Compound 83. Reactants: Cl.NC(C(=O)O)(C)C1=CC=CC=C1 (aminophenylpropanoate hydrochloride), O (water), CCOCC (ether). The solvent is C(C)N(CC)CC (triethylamine). Reaction conditions: temperature 20 celsius, time 10 minute. Product: NC(C(=O)OC)(C)C1=CC=CC=C1 (methyl aminophenylpropanoate). As a reaction SMILES: Cl.[NH2:2][C:3]([C:8]1[CH:13]=[CH:12][CH:11]=[CH:10][CH:9]=1)([CH3:7])[C:4]([OH:6])=[O:5].O.[CH3:15]COCC>C(N(CC)CC)C>[NH2:2][C:3]([C:8]1[CH:13]=[CH:12][CH:11]=[CH:10][CH:9]=1)([CH3:7])[C:4]([O:6][CH3:15])=[O:5] |f:0.1|. Procedure details: A mixture of 4.3 g of methyl DL aminophenylpropanoate hydrochloride, 43 ml of demineralized water, 86 ml of ether and 3 ml of triethylamine was stirred at 20° C. for 10 minutes and the aqueous phase was extracted with ether. The combined ether phases were dried and evaporated to dryness under reduced pressure to obtain 8.3 g of methyl aminophenylpropanoate. Reactants: C(C1=CC=CC=C1)OC1=C(C=C(C=C1)OCC1=CC=CC=C1)C(CCOC1=CC=CC=C1)C (3-(2,5-dibenzyloxyphenyl)-1-phenoxybutane), C(C)O (ethanol), Cl (hydrochloric acid), [H][H] (hydrogen). Reagents/catalysts: [Pd] (palladium-on-carbon). Solvent: C(C)(=O)OCC (ethyl acetate). Run at time 2 hour. The product is OC1=C(C=C(C=C1)O)C(CCOC1=CC=CC=C1)C (3-(2,5-Dihydroxyphenyl)-1-phenoxybutane). As a reaction SMILES: C([O:8][C:9]1[CH:14]=[CH:13][C:12]([O:15]CC2C=CC=CC=2)=[CH:11][C:10]=1[CH:23]([CH3:33])[CH2:24][CH2:25][O:26][C:27]1[CH:32]=[CH:31][CH:30]=[CH:29][CH:28]=1)C1C=CC=CC=1.C(O)C.Cl.[H][H]>C(OCC)(=O)C.[Pd]>[OH:8][C:9]1[CH:14]=[CH:13][C:12]([OH:15])=[CH:11][C:10]=1[CH:23]([CH3:33])[CH2:24][CH2:25][O:26][C:27]1[CH:28]=[CH:29][CH:30]=[CH:31][CH:32]=1. Reported procedure: A solution of 3-(2,5-dibenzyloxyphenyl)-1-phenoxybutane (14.7 g., 133.5 mM) in a mixture of ethyl acetate (110 ml.), ethanol (110 ml.) and concentrated hydrochloric acid (0.7 ml.) is hydrogenated for 2 hours under 60 p.s.i. hydrogen in the presence of 10% palladium-on-carbon (1.5 g.). Removal of the catalyst by filtration and concentration of the filtrate gives an oil. The oil is purified by chromatography on silica gel (100 g.) and eluting with benzene-ethyl acetate consisting of 0-10% ethyl ac... Reactants: ClC1=CC(=NC=N1)N1C(N(CC1)C=1C=NC=CC1C1CC1)=O (1-(6-chloropyrimidin-4-yl)-3-(4-cyclopropylpyridin-3-yl)imidazolidin-2-one), C1(CC1)B(O)O (cyclopropyl boronic acid), C([O-])([O-])=O.[K+].[K+] (potassium carbonate). The reagents and catalysts are C=1C=CC(=CC1)[P](C=2C=CC=CC2)(C=3C=CC=CC3)[Pd]([P](C=4C=CC=CC4)(C=5C=CC=CC5)C=6C=CC=CC6)([P](C=7C=CC=CC7)(C=8C=CC=CC8)C=9C=CC=CC9)[P](C=1C=CC=CC1)(C=1C=CC=CC1)C=1C=CC=CC1 (Pd(PPh3)4). Solvent: C=1(C(=CC=CC1)C)C (xylene). Yields the product C1(CC1)C1=C(C=NC=C1)N1C(N(CC1)C1=NC=NC(=C1)C1CC1)=O (1-(4-cyclopropylpyridin-3-yl)-3-(6-cyclopropylpyrimidin-4-yl)imidazolidin-2-one). Isolated yield 38.9%. Reaction SMILES: Cl[C:2]1[N:7]=[CH:6][N:5]=[C:4]([N:8]2[CH2:12][CH2:11][N:10]([C:13]3[CH:14]=[N:15][CH:16]=[CH:17][C:18]=3[CH:19]3[CH2:21][CH2:20]3)[C:9]2=[O:22])[CH:3]=1.[CH:23]1(B(O)O)[CH2:25][CH2:24]1.C(=O)([O-])[O-].[K+].[K+]>C1C=CC([P]([Pd]([P](C2C=CC=CC=2)(C2C=CC=CC=2)C2C=CC=CC=2)([P](C2C=CC=CC=2)(C2C=CC=CC=2)C2C=CC=CC=2)[P](C2C=CC=CC=2)(C2C=CC=CC=2)C2C=CC=CC=2)(C2C=CC=CC=2)C2C=CC=CC=2)=CC=1.C1(C)C(C)=CC=CC=1>[CH:19]1([C:18]2[CH:17]=[CH:16][N:15]=[CH:14][C:13]=2[N:10]2[CH2:11][CH2:12][N:8]([C:4]3[CH:3]=[C:2]([CH:23]4[CH2:25][CH2:24]4)[N:7]=[CH:6][N:5]=3)[C:9]2=[O:22])[CH2:21][CH2:20]1 |f:2.3.4,^1:38,40,59,78|. Procedure: Using analogous reagents and reaction conditions as described in Example 1 above, 1-(6-chloropyrimidin-4-yl)-3-(4-cyclopropylpyridin-3-yl)imidazolidin-2-one (I-38a: 140 mg, 0.44 mmol) was reacted with cyclopropyl boronic acid (46 mg, 0.533 mmol), Pd(PPh3)4 (26 mg, 0.02 mmol), potassium carbonate (123 mg, 0.888 mmol) and xylene (10 mL) in seal tube at 125° C. for 14 hours. Purification by column chromatography on silica gel (1% methanol in chloroform) afforded 55 mg of the product (38.73% yield).